This data is from the Open Reaction Database (ORD), a public repository of structured organic reaction records. The task is: describe an organic reaction: reactants, conditions, products, and yield The reactants are C1CCOC1, Clc1ccccc1OC1CCNCC1, Cl, O=C(O)CC(=O)Nc1nc(-c2ccccc2)ns1. Product: O=C(CC(=O)N1CCC(Oc2ccccc2Cl)CC1)Nc1nc(-c2ccccc2)ns1. As a reaction SMILES: [CH2:34]1[O:35][CH2:36][CH2:37][CH2:38]1.[Cl:20][c:21]1[c:22]([O:23][CH:24]2[CH2:25][CH2:26][NH:27][CH2:28][CH2:29]2)[cH:30][cH:31][cH:32][cH:33]1.[ClH:19].[c:1]1(-[c:7]2[n:8][s:9][c:10]([NH:12][C:13]([CH2:14][C:15](=[O:16])[OH:17])=[O:18])[n:11]2)[cH:2][cH:3][cH:4][cH:5][cH:6]1>>[c:1]1(-[c:7]2[n:8][s:9][c:10]([NH:12][C:13]([CH2:14][C:15](=[O:17])[N:27]3[CH2:26][CH2:25][CH:24]([O:23][c:22]4[c:21]([Cl:20])[cH:33][cH:32][cH:31][cH:30]4)[CH2:29][CH2:28]3)=[O:18])[n:11]2)[cH:2][cH:3][cH:4][cH:5][cH:6]1. Reactants: C1CCCOS1(=O)=O (butanesultone), NC1=CC=CC=C1 (aniline). Solvent: C(C)O (ethanol). The product is N(C1=CC=CC=C1)CCCCS(=O)(=O)O (4-anilino-1-butanesulfonic acid). Yield: 92.0%. RXN SMILES: [CH2:1]1[S:6](=[O:8])(=[O:7])[O:5][CH2:4][CH2:3][CH2:2]1.[NH2:9][C:10]1[CH:15]=[CH:14][CH:13]=[CH:12][CH:11]=1>C(O)C>[NH:9]([CH2:4][CH2:3][CH2:2][CH2:1][S:6]([OH:5])(=[O:8])=[O:7])[C:10]1[CH:15]=[CH:14][CH:13]=[CH:12][CH:11]=1. Procedure: A solution of butanesultone (27.2 g, 0.2 mol) and aniline (46.5 g, 0.5 mol) in ethanol is heated under reflux for 4 hr. and cooled to room temperature to precipitate a white solid. The precipitates are filtered and recrystallized in ethanol to obtain 4-anilino-1-butanesulfonic acid (42.2 g, 90%) as white crystals. 4-Anilino-1-butanesulfonic acid (10 g) is dissolved in water and neutralized by sodium hydroxide. The neutral solution is concentrated under reduced pressure to give white solids. The ... The reactants are CC(=O)C[C@H](O)[C@H](O)CO (Methyl-2-deoxy-D-ribose), S(=O)(=O)(C1=CC=C(C)C=C1)Cl (tosylchloride). Run in N1=CC=CC=C1 (pyridine). Reaction conditions: time 14 hour. Product: CC(=O)C[C@H](O)[C@H](O)COS(=O)(=O)C1=CC=C(C)C=C1 (Methyl-2-deoxy-5-O-tosyl-D-ribose). The yield is 83.3%. Reaction SMILES: [CH3:1][C:2]([CH2:4][C@@H:5]([C@@H:7]([CH2:9][OH:10])[OH:8])[OH:6])=[O:3].[S:11](Cl)([C:14]1[CH:20]=[CH:19][C:17]([CH3:18])=[CH:16][CH:15]=1)(=[O:13])=[O:12]>N1C=CC=CC=1>[CH3:1][C:2]([CH2:4][C@@H:5]([C@@H:7]([CH2:9][O:10][S:11]([C:14]1[CH:20]=[CH:19][C:17]([CH3:18])=[CH:16][CH:15]=1)(=[O:13])=[O:12])[OH:8])[OH:6])=[O:3]. Procedure: Methyl-2-deoxy-D-ribose (8 g, 54 mmol) was dissolved in pyridine (60 mL). To this solution was added tosylchloride (10.86 g, 57 mmol) over 1 hour at 0° C. After 14 hours at room temperature, the solution was concentrated, quenched with ice water (250 mL), and extracted with ethyl acetate. The extract was washed with saturated NaHCO3, water, dried, filtered, and concentrated. The residue (13.6 g, 83.5% yield) was used directly. NMR